This data is from the Open Reaction Database (ORD), a public repository of structured organic reaction records. The task is: describe an organic reaction: reactants, conditions, products, and yield Starting materials: O=C1CCC(=O)N1Br, CC#N, CC(=O)O, Nc1c(Cl)cccc1C(F)(F)F. Product: Nc1c(Cl)cc(Br)cc1C(F)(F)F. RXN SMILES: [Br:1][N:2]1[C:3](=[O:4])[CH2:5][CH2:6][C:7]1=[O:8].[CH3:21][C:22]#[N:23].[CH3:24][C:25](=[O:26])[OH:27].[Cl:9][c:10]1[c:11]([NH2:12])[c:13]([C:17]([F:18])([F:19])[F:20])[cH:14][cH:15][cH:16]1>>[Br:1][c:15]1[cH:14][c:13]([C:17]([F:18])([F:19])[F:20])[c:11]([NH2:12])[c:10]([Cl:9])[cH:16]1. The reactants are C(C=C)C(C(=O)OCC)C(C)=O (ethyl 2-allyl-3-oxo-butyrate), C(CC(=O)C)(=O)OCC (ethyl acetoacetate). The product is C(C=C)C(C(=O)OCC)C(C)O (Ethyl 2-allyl-3-hydroxybutyrate). Isolated yield 60.0%. RXN SMILES: [CH2:1]([CH:4]([C:10](=[O:12])[CH3:11])[C:5]([O:7][CH2:8][CH3:9])=[O:6])[CH:2]=[CH2:3].C(OCC)(=O)CC(C)=O>>[CH2:1]([CH:4]([CH:10]([OH:12])[CH3:11])[C:5]([O:7][CH2:8][CH3:9])=[O:6])[CH:2]=[CH2:3]. Reported procedure: Ethyl 2-allyl-3-hydroxybutyrate was prepared following the procedure as described in step 1) of Preparation Example 2, except for that ethyl 2-allyl-3-oxo-butyrate was used to replace for ethyl acetoacetate. Yield 60%. Starting materials: ClC1=NC=CC(=C1)OCC1=NC=CC=C1 (2-Chloro-4-(pyridin-2-ylmethoxy)pyridine), C(C)(=O)[O-].[NH4+] (ammonium acetate). The solvent is C(=O)O (formic acid), O (water). Yields the product N1=C(C=CC=C1)COC1=CC(NC=C1)=O (4-(Pyridin-2-ylmethoxy)pyridin-2(1H)-one). Isolated yield 82.9%. Reaction SMILES: Cl[C:2]1[CH:7]=[C:6]([O:8][CH2:9][C:10]2[CH:15]=[CH:14][CH:13]=[CH:12][N:11]=2)[CH:5]=[CH:4][N:3]=1.C([O-])(=[O:18])C.[NH4+]>C(O)=O.O>[N:11]1[CH:12]=[CH:13][CH:14]=[CH:15][C:10]=1[CH2:9][O:8][C:6]1[CH:5]=[CH:4][NH:3][C:2](=[O:18])[CH:7]=1 |f:1.2|. Procedure: 2-Chloro-4-(pyridin-2-ylmethoxy)pyridine (4.10 g, 18.5 mmol) and ammonium acetate (7.21 g, 92.3 mmol) were heated to 110° C. in a mixture of formic acid (20 mL) and water (20 mL) for 5 days. The mixture was concentrated to remove most of the liquid and then adjusted to pH 8 with NaHCO3 solution. The resulting solid was filtered off to provide the title compound (3.1 g, 83%) as a white solid: ESI MS m/z 203 [M+H]+. Reactants: CC(C)(C)OC(=O)N1CC=C(c2cc3c(Cl)ncnc3[nH]2)CC1, Clc1ncnc2[nH]c(I)cc12, Nc1ccc2ncsc2c1. The product is Ic1cc2c(Nc3ccc4ncsc4c3)ncnc2[nH]1. Reaction SMILES: [Cl:1][c:2]1[c:3]2[cH:4][c:5]([C:6]3=[CH:18][CH2:17][N:9]([C:10]([O:11][C:12]([CH3:13])([CH3:14])[CH3:15])=[O:16])[CH2:8][CH2:7]3)[nH:19][c:20]2[n:21][cH:22][n:23]1.[Cl:24][c:25]1[c:26]2[c:27]([n:28][cH:29][n:30]1)[nH:31][c:32]([I:34])[cH:33]2.[s:35]1[cH:36][n:37][c:38]2[c:39]1[cH:40][c:41]([NH2:44])[cH:42][cH:43]2>>[c:25]1([NH:44][c:41]2[cH:40][c:39]3[s:35][cH:36][n:37][c:38]3[cH:43][cH:42]2)[c:26]2[c:27]([n:28][cH:29][n:30]1)[nH:31][c:32]([I:34])[cH:33]2. Starting materials: Cl.N1(CCNCC1)C(=O)C1=C(C=CC=C1)C(F)(F)F (piperazin-1-yl-(2-trifluoromethyl-phenyl)-methanone hydrochloride salt), CCN(C(C)C)C(C)C (DIPEA), C1(=CC=C(C=C1)C(=O)N(C)CC(=O)O)C1=CC=CC=C1 ([(biphenyl-4-carbonyl)-methyl-amino]-acetic acid), C=1C=CC2=C(C1)N=NN2O (HOBT), CCN=C=NCCCN(C)C (EDCI). Solvent: O (water), CN(C)C=O (DMF). Run at time 8 hour. Product: CN(C(=O)C1=CC=C(C=C1)C1=CC=CC=C1)CC(N1CCN(CC1)C(C1=C(C=CC=C1)C(F)(F)F)=O)=O (biphenyl-4-carboxylic acid methyl-{2-oxo-2-[4-(2-trifluoromethyl-benzoyl)-piperazin-1-yl]-ethyl}-amide). Yield: 71.6%. Reaction SMILES: CCN(C(C)C)C(C)C.[C:10]1([C:24]2[CH:29]=[CH:28][CH:27]=[CH:26][CH:25]=2)[CH:15]=[CH:14][C:13]([C:16]([N:18]([CH2:20][C:21]([OH:23])=O)[CH3:19])=[O:17])=[CH:12][CH:11]=1.C1C=CC2N(O)N=NC=2C=1.CCN=C=NCCCN(C)C.Cl.[N:52]1([C:58]([C:60]2[CH:65]=[CH:64][CH:63]=[CH:62][C:61]=2[C:66]([F:69])([F:68])[F:67])=[O:59])[CH2:57][CH2:56][NH:55][CH2:54][CH2:53]1>CN(C=O)C.O>[CH3:19][N:18]([CH2:20][C:21](=[O:23])[N:55]1[CH2:56][CH2:57][N:52]([C:58](=[O:59])[C:60]2[CH:65]=[CH:64][CH:63]=[CH:62][C:61]=2[C:66]([F:69])([F:67])[F:68])[CH2:53][CH2:54]1)[C:16]([C:13]1[CH:12]=[CH:11][C:10]([C:24]2[CH:29]=[CH:28][CH:27]=[CH:26][CH:25]=2)=[CH:15][CH:14]=1)=[O:17] |f:4.5|. Procedure details: DIPEA (216 mg, 0.3 mL, 1.6 mmol) was added to a stirred solution of [(biphenyl-4-carbonyl)-methyl-amino]-acetic acid (100 mg, 0.37 mmol) in DMF (3 mL). HOBT (55.2 mg, 0.4 mmol) and EDCI (178 mg, 0.92 mmol) were then added at room temperature. After 2 minutes piperazin-1-yl-(2-trifluoromethyl-phenyl)-methanone hydrochloride salt (131 mg, 0.44 mmol) was added and the resulting mixture was stirred at room temperature overnight. Cold water was then added and filtered the solid precipitated out to af... Reactants: CS(=O)(=O)Cl, ClCCl, O=C(CNc1ccccc1)Nc1ccc(-c2ccncc2)cc1, O, c1ccncc1. Yields the product CS(=O)(=O)N(CC(=O)Nc1ccc(-c2ccncc2)cc1)c1ccccc1. Reaction SMILES: [CH3:30][S:31](=[O:32])(=[O:33])[Cl:34].[Cl:36][CH2:37][Cl:38].[NH:1]([c:2]1[cH:3][cH:4][cH:5][cH:6][cH:7]1)[CH2:8][C:9](=[O:10])[NH:11][c:12]1[cH:13][cH:14][c:15](-[c:18]2[cH:19][cH:20][n:21][cH:22][cH:23]2)[cH:16][cH:17]1.[OH2:35].[cH:24]1[cH:25][cH:26][n:27][cH:28][cH:29]1>>[N:1]([c:2]1[cH:3][cH:4][cH:5][cH:6][cH:7]1)([CH2:8][C:9](=[O:10])[NH:11][c:12]1[cH:13][cH:14][c:15](-[c:18]2[cH:19][cH:20][n:21][cH:22][cH:23]2)[cH:16][cH:17]1)[S:31]([CH3:30])(=[O:32])=[O:33]. Starting materials: CCNC(=O)Nc1nc2ccc(Br)c(O)c2s1, O=C([O-])[O-], CO, [K+], [K+], CN(C)C=O. Yields the product CCNC(=O)Nc1nc2cccc(O)c2s1. Reaction SMILES: [Br:1][c:2]1[c:3]([OH:17])[c:4]2[c:5]([n:6][c:7]([NH:9][C:10](=[O:11])[NH:12][CH2:13][CH3:14])[s:8]2)[cH:15][cH:16]1.[C:18](=[O:19])([O-:20])[O-:21].[CH3:24][OH:25].[K+:22].[K+:23].[O:26]=[CH:27][N:28]([CH3:29])[CH3:30]>>[cH:2]1[c:3]([OH:17])[c:4]2[c:5]([n:6][c:7]([NH:9][C:10](=[O:11])[NH:12][CH2:13][CH3:14])[s:8]2)[cH:15][cH:16]1.